Task: describe an organic reaction: reactants, conditions, products, and yield. Dataset: the Open Reaction Database (ORD), a public repository of structured organic reaction records Reactants: NC=1C(=CC2=CC=CC=C2C1)S (3-amino-naphthalene-2-thiol), C(C)C(CC1(CCCCC1)C(=O)Cl)CC (1-(2-ethyl-butyl)-cyclohexanecarbonyl chloride). Solvent: N1=CC=CC=C1 (pyridine). Conditions: temperature 60 celsius. Product: C(C)C(CC1(CCCCC1)C(=O)NC=1C(=CC2=CC=CC=C2C1)SC(=O)C1(CCCCC1)CC(CC)CC)CC (1-(2-ethyl-butyl)-cyclohexanecarbothioic acid S-(3-{[1-(2-ethyl-butyl)-cyclohexanecarbonyl]-amino}-naphthalen-2-yl)ester). Reaction SMILES: [NH2:1][C:2]1[C:3]([SH:12])=[CH:4][C:5]2[C:10]([CH:11]=1)=[CH:9][CH:8]=[CH:7][CH:6]=2.[CH2:13]([CH:15]([CH2:26][CH3:27])[CH2:16][C:17]1([C:23](Cl)=[O:24])[CH2:22][CH2:21][CH2:20][CH2:19][CH2:18]1)[CH3:14]>N1C=CC=CC=1>[CH2:13]([CH:15]([CH2:26][CH3:27])[CH2:16][C:17]1([C:23]([NH:1][C:2]2[C:3]([S:12][C:23]([C:17]3([CH2:16][CH:15]([CH2:26][CH3:27])[CH2:13][CH3:14])[CH2:18][CH2:19][CH2:20][CH2:21][CH2:22]3)=[O:24])=[CH:4][C:5]3[C:10]([CH:11]=2)=[CH:9][CH:8]=[CH:7][CH:6]=3)=[O:24])[CH2:22][CH2:21][CH2:20][CH2:19][CH2:18]1)[CH3:14]. Procedure: To a solution of 3-amino-naphthalene-2-thiol in pyridine are added two mol equivalents of 1-(2-ethyl-butyl)-cyclohexanecarbonyl chloride at room temperature. After completion of the addition, the reaction mixture is heated to 60° C. for 2 hours. The pyridine is then removed under reduced pressure, water is added and the mixture is extracted with ethyl acetate. The combined extracts are washed with sat. NaHCO3-solution, diluted hydrochloric acid and brine, dried (Na2SO4) and concentrated to obtai...